This data is from the Open Reaction Database (ORD), a public repository of structured organic reaction records. The task is: describe an organic reaction: reactants, conditions, products, and yield The reactants are NC1=C(CNC)C=CC=C1 (2-Amino-N-methyl-benzylamine), S(=O)(=O)(N)N (sulfamide). The solvent is N1=CC=CC=C1 (pyridine). Product: CN1S(NC2=C(C1)C=CC=C2)(=O)=O (3-Methyl-3,4-dihydro-1H-2,1,3-benzothiadiazine-2,2dioxide). As a reaction SMILES: [NH2:1][C:2]1[CH:10]=[CH:9][CH:8]=[CH:7][C:3]=1[CH2:4][NH:5][CH3:6].[S:11](N)(N)(=[O:13])=[O:12]>N1C=CC=CC=1>[CH3:6][N:5]1[CH2:4][C:3]2[CH:7]=[CH:8][CH:9]=[CH:10][C:2]=2[NH:1][S:11]1(=[O:13])=[O:12]. Procedure: 2-Amino-N-methyl-benzylamine (3.7 g;27mmol) and sulfamide (5.2 g: 54 mmol) were dissolved in pyridine (40 ml). Mixture was refluxed for 3 hours, then the solvent was removed in vacuo, and water (50 ml) was added. Reaction mixture was extracted with ethyl acetate. Extract was dried over magnesium sulfate and solvent was evaporated off. Crude product was recrystallized from chloroform-hexane, to give the product, (4.4 g). Starting materials: CC(C)(C)[Si](C)(C)Cl, CN(C)C=O, O, CC(C)(C)OC(=O)N(CC(O)COc1ccccc1)CC1CCc2cc(I)ccc2O1, c1c[nH]cn1. The product is CC(C)(C)OC(=O)N(CC1CCc2cc(I)ccc2O1)CC(COc1ccccc1)O[Si](C)(C)C(C)(C)C. RXN SMILES: [C:32]([CH3:33])([CH3:34])([CH3:35])[Si:36]([CH3:37])([CH3:38])[Cl:39].[O:46]=[CH:47][N:48]([CH3:49])[CH3:50].[OH2:45].[OH:1][CH:2]([CH2:3][N:4]([C:5]([O:6][C:7]([CH3:8])([CH3:9])[CH3:10])=[O:11])[CH2:12][CH:13]1[O:14][c:15]2[cH:16][cH:17][c:18]([I:23])[cH:19][c:20]2[CH2:21][CH2:22]1)[CH2:24][O:25][c:26]1[cH:27][cH:28][cH:29][cH:30][cH:31]1.[nH:40]1[cH:41][cH:42][n:43][cH:44]1>>[O:1]([CH:2]([CH2:3][N:4]([C:5]([O:6][C:7]([CH3:8])([CH3:9])[CH3:10])=[O:11])[CH2:12][CH:13]1[O:14][c:15]2[cH:16][cH:17][c:18]([I:23])[cH:19][c:20]2[CH2:21][CH2:22]1)[CH2:24][O:25][c:26]1[cH:27][cH:28][cH:29][cH:30][cH:31]1)[Si:36]([C:32]([CH3:33])([CH3:34])[CH3:35])([CH3:37])[CH3:38]. Reactants: C(C)(C)(C)OC(=O)C1NC(C(C1C1=C(C(=CC=C1)Cl)F)(C#N)C1=CC(=C(C=C1)Cl)F)CC(C)(C)C (rac-(2R,3S,4R,5S)-3-(3-chloro-2-fluoro-phenyl)-4-(4-chloro-3-fluoro-phenyl)-4-cyano-5-(2,2-dimethyl-propyl)-pyrrolidine-2-carboxylic acid tert-butyl ester), OS(=O)(=O)O (H2SO4). Run at temperature 0 celsius, time 2 hour. The product is ClC=1C(=C(C=CC1)C1C(NC(C1(C#N)C1=CC(=C(C=C1)Cl)F)CC(C)(C)C)C(=O)O)F (rac-(2R,3S,4R,5S)-3-(3-chloro-2-fluoro-phenyl)-4-(4-chloro-3-fluoro-phenyl)-4-cyano-5-(2,2-dimethyl-propyl)-pyrrolidine-2-carboxylic acid). Isolated yield 97.9%. As a reaction SMILES: C([O:5][C:6]([CH:8]1[CH:12]([C:13]2[CH:18]=[CH:17][CH:16]=[C:15]([Cl:19])[C:14]=2[F:20])[C:11]([C:23]2[CH:28]=[CH:27][C:26]([Cl:29])=[C:25]([F:30])[CH:24]=2)([C:21]#[N:22])[CH:10]([CH2:31][C:32]([CH3:35])([CH3:34])[CH3:33])[NH:9]1)=[O:7])(C)(C)C.OS(O)(=O)=O>>[Cl:19][C:15]1[C:14]([F:20])=[C:13]([CH:12]2[C:11]([C:23]3[CH:28]=[CH:27][C:26]([Cl:29])=[C:25]([F:30])[CH:24]=3)([C:21]#[N:22])[CH:10]([CH2:31][C:32]([CH3:34])([CH3:35])[CH3:33])[NH:9][CH:8]2[C:6]([OH:7])=[O:5])[CH:18]=[CH:17][CH:16]=1. Procedure: A mixture of rac-(2R,3S,4R,5S)-3-(3-chloro-2-fluoro-phenyl)-4-(4-chloro-3-fluoro-phenyl)-4-cyano-5-(2,2-dimethyl-propyl)-pyrrolidine-2-carboxylic acid tert-butyl ester (0.6 g, 1.15 mmol) was cooled to 0° C., then conc. H2SO4 (2 mL) was added slowly. The reaction was stirred at RT for 2 hours. The mixture was then poured into ice and extracted with EtOAc. The organic phase was separated, dried over Na2SO4, filtered and solvent was removed under reduced pressure to yield a residue that was tritura... Starting materials: N1CC2(CC1)CC(C1=CC=CC=C12)O (spiro[indan-1,3'-pyrrolidin]-3-ol), ClCCCC(=O)C1=CC=C(C=C1)F (4-chloro-p-fluorobutyrophenone), C([O-])([O-])=O.[Na+].[Na+] (sodium carbonate). The solvent is CN(C=O)C (dimethyl formamide). Run at time 20 hour. Yields the product FC1=CC=C(C=C1)C(CCCN1CC2(CC1)CC(C1=CC=CC=C12)O)=O (p-Fluoro-4-(3-hydroxyspiro[indan-1,3'-pyrrolidin]-1'-yl) butyrophenone). As a reaction SMILES: [NH:1]1[CH2:5][CH2:4][C:3]2([C:13]3[C:8](=[CH:9][CH:10]=[CH:11][CH:12]=3)[CH:7]([OH:14])[CH2:6]2)[CH2:2]1.Cl[CH2:16][CH2:17][CH2:18][C:19]([C:21]1[CH:26]=[CH:25][C:24]([F:27])=[CH:23][CH:22]=1)=[O:20].C(=O)([O-])[O-].[Na+].[Na+]>CN(C)C=O>[F:27][C:24]1[CH:23]=[CH:22][C:21]([C:19](=[O:20])[CH2:18][CH2:17][CH2:16][N:1]2[CH2:5][CH2:4][C:3]3([C:13]4[C:8](=[CH:9][CH:10]=[CH:11][CH:12]=4)[CH:7]([OH:14])[CH2:6]3)[CH2:2]2)=[CH:26][CH:25]=1 |f:2.3.4|. Procedure: 8.5 g of spiro[indan-1,3'-pyrrolidin]-3-ol, 12.0 g of 4-chloro-p-fluorobutyrophenone and 11.5 g of sodium carbonate are heated at reflux in 100 cc of dimethyl formamide while stirring for 20 hours. After cooling, filtration is effected, the filtrate is evaporated to dryness, taken up in 300 cc of chloroform and extracted thrice with 50 cc amounts of 2 N hydrochloric acid. The acid extract is rendered alkaline with 2 N caustic soda solution while cooling and extraction is effected with chloroform... Starting materials: BrCCCOc1cccc(-c2noc3ccsc23)c1, O=C([O-])[O-], Cc1ccc(CN)cc1, CC#N, CCOC(C)=O, ClCCl, [K+], [K+]. The product is Cc1ccc(CNCCCOc2cccc(-c3noc4ccsc34)c2)cc1. As a reaction SMILES: [Br:1][CH2:2][CH2:3][CH2:4][O:5][c:6]1[cH:7][c:8](-[c:12]2[n:13][o:14][c:15]3[c:16]2[s:17][cH:18][cH:19]3)[cH:9][cH:10][cH:11]1.[C:20](=[O:21])([O-:22])[O-:23].[CH3:26][c:27]1[cH:28][cH:29][c:30]([CH2:31][NH2:32])[cH:33][cH:34]1.[CH3:35][C:36]#[N:37].[CH3:38][CH2:39][O:40][C:41](=[O:42])[CH3:43].[Cl:44][CH2:45][Cl:46].[K+:24].[K+:25]>>[CH2:2]([CH2:3][CH2:4][O:5][c:6]1[cH:7][c:8](-[c:12]2[n:13][o:14][c:15]3[c:16]2[s:17][cH:18][cH:19]3)[cH:9][cH:10][cH:11]1)[NH:32][CH2:31][c:30]1[cH:29][cH:28][c:27]([CH3:26])[cH:34][cH:33]1. Starting materials: CC([O-])C.[Al+3].CC([O-])C.CC([O-])C (Aluminum isopropoxide), O=C1N(C(C2=CC=CC=C12)=O)C(C(=O)C1=CC=CC=C1)CC(C)C (2-(1,3-dioxo-2-azaindane-2-yl)-4-methyl-1-phenylpentane-1-one). The solvent is C(C)(C)O (isopropanol). Yields the product O=C1N(C(C2=CC=CC=C12)=O)C(C(O)C1=CC=CC=C1)CC(C)C ((1RS,2RS)-2-(1,3-dioxo-2-azaindane-2-yl)-4-methyl-1-phenylpentane-1-ol). Isolated yield 40.3%. As a reaction SMILES: CC(C)[O-].[Al+3].CC(C)[O-].CC(C)[O-].[O:14]=[C:15]1[C:23]2[C:18](=[CH:19][CH:20]=[CH:21][CH:22]=2)[C:17](=[O:24])[N:16]1[CH:25]([CH2:34][CH:35]([CH3:37])[CH3:36])[C:26]([C:28]1[CH:33]=[CH:32][CH:31]=[CH:30][CH:29]=1)=[O:27]>C(O)(C)C>[O:14]=[C:15]1[C:23]2[C:18](=[CH:19][CH:20]=[CH:21][CH:22]=2)[C:17](=[O:24])[N:16]1[CH:25]([CH2:34][CH:35]([CH3:37])[CH3:36])[CH:26]([C:28]1[CH:33]=[CH:32][CH:31]=[CH:30][CH:29]=1)[OH:27] |f:0.1.2.3|. Procedure details: Aluminum isopropoxide (125.6 g, 615 mmcl) was added to a suspension of 2-(1,3-dioxo-2-azaindane-2-yl)-4-methyl-1-phenylpentane-1-one (72.3 g, 225 mmcl) in isopropanol (1,000 ml). The mixture was heated under reflux for 6.5 hours. The isopropanol was removed by distillation under reduced pressure and the residue was added with ethyl acetate (800 ml) and further with an aqueous solution of sodium sulfate. The resulting organic layer was decanted and the residue was washed twice with ethyl acetate ... The reactants are CC(C)N(C(=S)NC(=O)c1ccccc1)c1ccc2c(c1)OCO2, [Na+], C1COCCO1, [OH-], O, c1ccccc1. The product is CC(C)N(C(N)=S)c1ccc2c(c1)OCO2. As a reaction SMILES: [CH:10]([CH3:11])([CH3:12])[N:13]([C:14](=[S:15])[NH:16][C:17](=[O:18])[c:19]1[cH:20][cH:21][cH:22][cH:23][cH:24]1)[c:25]1[cH:26][c:27]2[c:28]([cH:29][cH:30]1)[O:31][CH2:32][O:33]2.[Na+:9].[O:1]1[CH2:2][CH2:3][O:4][CH2:5][CH2:6]1.[OH-:8].[OH2:7].[cH:34]1[cH:35][cH:36][cH:37][cH:38][cH:39]1>>[CH:10]([CH3:11])([CH3:12])[N:13]([C:14](=[S:15])[NH2:16])[c:25]1[cH:26][c:27]2[c:28]([cH:29][cH:30]1)[O:31][CH2:32][O:33]2.